From a dataset of the Open Reaction Database (ORD), a public repository of structured organic reaction records. describe an organic reaction: reactants, conditions, products, and yield RXN SMILES: [CH3:39][OH:40].[CH:30]([N:31]([CH2:32][CH3:33])[CH:34]([CH3:35])[CH3:36])([CH3:37])[CH3:38].[Cl:1][c:2]1[n:3][c:4]([Cl:22])[c:5]2[c:6]([n:7]1)[CH:8]([c:11]1[cH:12][cH:13][c:14]([O:17][C:18]([F:19])([F:20])[F:21])[cH:15][cH:16]1)[CH2:9][CH2:10]2.[ClH:29].[F:23][C:24]1([F:28])[CH2:25][NH:26][CH2:27]1>>[Cl:1][c:2]1[n:3][c:4]([N:26]2[CH2:25][C:24]([F:23])([F:28])[CH2:27]2)[c:5]2[c:6]([n:7]1)[CH:8]([c:11]1[cH:12][cH:13][c:14]([O:17][C:18]([F:19])([F:20])[F:21])[cH:15][cH:16]1)[CH2:9][CH2:10]2. Starting materials: CO, CCN(C(C)C)C(C)C, FC(F)(F)Oc1ccc(C2CCc3c(Cl)nc(Cl)nc32)cc1, Cl, FC1(F)CNC1. The product is FC1(F)CN(c2nc(Cl)nc3c2CCC3c2ccc(OC(F)(F)F)cc2)C1. Starting materials: BrCC(=O)C1=CC(=C(C(=C1)[N+](=O)[O-])O)O (2-bromo-3',4'-dihydroxy-5'-nitroacetophenone), C(C)(=S)N (thioacetamide). The solvent is C(C)O (ethanol). Yields the product Br.CC=1SC=C(N1)C1=CC(=C(C(O)=C1)O)[N+](=O)[O-] (5-(2-methyl-4-thiazolyl)-3-nitropyrocatechol hydrobromide). Reaction SMILES: [Br:1][CH2:2][C:3]([C:5]1[CH:10]=[C:9]([N+:11]([O-:13])=[O:12])[C:8]([OH:14])=[C:7]([OH:15])[CH:6]=1)=O.[C:16]([NH2:19])(=[S:18])[CH3:17]>C(O)C>[BrH:1].[CH3:17][C:16]1[S:18][CH:2]=[C:3]([C:5]2[CH:6]=[C:7]([OH:15])[C:8]([OH:14])=[C:9]([N+:11]([O-:13])=[O:12])[CH:10]=2)[N:19]=1 |f:3.4|. Reported procedure: A mixture of 3.12 g of 2-bromo-3',4'-dihydroxy-5'-nitroacetophenone and 849.3 mg of thioacetamide are heated to boiling under reflux for 18 hours in 40 ml of ethanol. After cooling, the crystals are filtered under suction and recrystallized from methanol/isopropanol. There is obtained 5-(2-methyl-4-thiazolyl)-3-nitropyrocatechol hydrobromide of m.p. 280°-282°.